From a dataset of the Open Reaction Database (ORD), a public repository of structured organic reaction records. describe an organic reaction: reactants, conditions, products, and yield The reactants are CCO, Cc1ncc([N+](=O)[O-])cc1Nc1nccc(-c2cccnc2)n1, NN, [Ni], O. Product: Cc1ncc(N)cc1Nc1nccc(-c2cccnc2)n1. RXN SMILES: [CH3:27][CH2:28][OH:29].[N+:1]([O-:2])(=[O:3])[c:4]1[cH:5][c:6]([NH:11][c:12]2[n:13][cH:14][cH:15][c:16](-[c:18]3[cH:19][n:20][cH:21][cH:22][cH:23]3)[n:17]2)[c:7]([CH3:10])[n:8][cH:9]1.[NH2:25][NH2:26].[Ni:30].[OH2:24]>>[NH2:1][c:4]1[cH:5][c:6]([NH:11][c:12]2[n:13][cH:14][cH:15][c:16](-[c:18]3[cH:19][n:20][cH:21][cH:22][cH:23]3)[n:17]2)[c:7]([CH3:10])[n:8][cH:9]1.